The task is: describe an organic reaction: reactants, conditions, products, and yield. This data is from the Open Reaction Database (ORD), a public repository of structured organic reaction records. The reactants are S(=O)(=O)(OC)OC (dimethyl sulfate), C(N)(OC=1C(=NN(C1N)CC=1C=NC=CC1)C(C)(C)C)=O (tert.Butyl-5-amino-1-(3-pyridinylmethyl)-1H-pyrazol-4-yl Carbamate), C(C)(=O)OCC (ethyl acetate), C(C)#N (acetonitrile). Conditions: time 8 hour. Product: COS(=O)(=O)[O-].C(N)(OC=1C(=NN(C1N)CC1N(C=CC=[CH2+]1)C)C(C)(C)C)=O (tert.Butyl-5-amino-1-[(1-methyl-3-pyridiniumyl)methyl]-1H-pyrazol-4-yl Carbamate Methylsulfate). Reaction SMILES: [S:1]([O:6]C)([O:4][CH3:5])(=[O:3])=[O:2].[C:8](=[O:28])([O:10][C:11]1[C:12]([C:24]([CH3:27])([CH3:26])[CH3:25])=[N:13][N:14]([CH2:17][C:18]2C=N[CH:21]=[CH:22][CH:23]=2)[C:15]=1[NH2:16])[NH2:9].[C:29](OCC)(=O)C.[C:35](#[N:37])C>>[CH3:5][O:4][S:1]([O-:6])(=[O:3])=[O:2].[C:8](=[O:28])([O:10][C:11]1[C:12]([C:24]([CH3:25])([CH3:26])[CH3:27])=[N:13][N:14]([CH2:17][CH:18]2[CH2+:23]=[CH:22][CH:21]=[CH:29][N:37]2[CH3:35])[C:15]=1[NH2:16])[NH2:9] |f:4.5|. Reported procedure: 0.63 g (5 mmol) of dimethyl sulfate was added to 1.45 g (5 mmol) of the compound from Step 1.4 in 15 mL of a 1:1 mixture of ethyl acetate and acetonitrile at room temperature. The mixture was allowed to agitate overnight at room temperature and the precipitate was filtered off and washed with a small amount of ethyl ether. This gave 1.8 g (87% of the theoretical) of a pale-yellow salt melting at 141 to 142° C.